Dataset: the Open Reaction Database (ORD), a public repository of structured organic reaction records. Task: describe an organic reaction: reactants, conditions, products, and yield Starting materials: Cc1cc(Br)cc(C)c1NC(=O)CC(C)(C)C, CC(C)(C)[O-], Cc1ccccc1, CN(C)c1ccccc1-c1ccccc1P(C1CCCCC1)C1CCCCC1, Cl, FC(F)(F)c1ccc2c(c1)CNCC2, [K+]. Product: Cc1cc(N2CCc3ccc(C(F)(F)F)cc3C2)cc(C)c1NC(=O)CC(C)(C)C. As a reaction SMILES: [Br:50][c:51]1[cH:52][c:53]([CH3:66])[c:54]([NH:58][C:59]([CH2:60][C:61]([CH3:62])([CH3:63])[CH3:64])=[O:65])[c:55]([CH3:57])[cH:56]1.[CH3:29][C:30]([CH3:31])([O-:32])[CH3:33].[CH3:67][c:68]1[cH:69][cH:70][cH:71][cH:72][cH:73]1.[CH:1]1([P:2]([CH:3]2[CH2:4][CH2:5][CH2:6][CH2:7][CH2:8]2)[c:9]2[cH:10][cH:11][cH:12][cH:13][c:14]2-[c:15]2[cH:16][cH:17][cH:18][cH:19][c:20]2[N:21]([CH3:22])[CH3:23])[CH2:24][CH2:25][CH2:26][CH2:27][CH2:28]1.[ClH:35].[F:36][C:37]([c:38]1[cH:39][cH:40][c:41]2[c:46]([cH:47]1)[CH2:45][NH:44][CH2:43][CH2:42]2)([F:48])[F:49].[K+:34]>>[F:36][C:37]([c:38]1[cH:39][cH:40][c:41]2[c:46]([cH:47]1)[CH2:45][N:44]([c:51]1[cH:52][c:53]([CH3:66])[c:54]([NH:58][C:59]([CH2:60][C:61]([CH3:62])([CH3:63])[CH3:64])=[O:65])[c:55]([CH3:57])[cH:56]1)[CH2:43][CH2:42]2)([F:48])[F:49]. Reactants: COc1cc(C2Nc3ccc(C(=O)O)cc3CC2(C)C)cc(N2CCOCC2)c1, CS(N)(=O)=O, CN(C)c1ccncc1, ClCCl. As a reaction SMILES: [CH3:1][C:2]1([CH3:29])[CH:3]([c:15]2[cH:16][c:17]([O:27][CH3:28])[cH:18][c:19]([N:21]3[CH2:22][CH2:23][O:24][CH2:25][CH2:26]3)[cH:20]2)[NH:4][c:5]2[cH:6][cH:7][c:8]([C:12](=[O:13])[OH:14])[cH:9][c:10]2[CH2:11]1.[CH3:30][S:31](=[O:32])(=[O:33])[NH2:34].[CH3:35][N:36]([CH3:37])[c:38]1[cH:39][cH:40][n:41][cH:42][cH:43]1.[Cl:44][CH2:45][Cl:46]>>[CH3:1][C:2]1([CH3:29])[CH:3]([c:15]2[cH:16][c:17]([O:27][CH3:28])[cH:18][c:19]([N:21]3[CH2:22][CH2:23][O:24][CH2:25][CH2:26]3)[cH:20]2)[NH:4][c:5]2[cH:6][cH:7][c:8]([C:12](=[O:14])[NH:34][S:31]([CH3:30])(=[O:32])=[O:33])[cH:9][c:10]2[CH2:11]1. Yields the product COc1cc(C2Nc3ccc(C(=O)NS(C)(=O)=O)cc3CC2(C)C)cc(N2CCOCC2)c1.